This data is from the Open Reaction Database (ORD), a public repository of structured organic reaction records. The task is: describe an organic reaction: reactants, conditions, products, and yield The reactants are C1=CC=CC=2OC3=CC=CC=C3NC12 (phenoxazine), [Cl-].[NH4+] (Ammonium chloride), [H-].[Na+] (sodium hydride), BrCCCCl (1-Bromo-3-chloro-propane). Run in CN(C=O)C (dimethylformamide). Reaction conditions: time 15 minute. Yields the product ClCCCN1C2=CC=CC=C2OC=2C=CC=CC12 (10-(3-Chloropropyl)-10H-phenoxazine). RXN SMILES: [CH:1]1[C:14]2[NH:13][C:12]3[C:7](=[CH:8][CH:9]=[CH:10][CH:11]=3)[O:6][C:5]=2[CH:4]=[CH:3][CH:2]=1.[H-].[Na+].Br[CH2:18][CH2:19][CH2:20][Cl:21].[Cl-].[NH4+]>CN(C)C=O>[Cl:21][CH2:20][CH2:19][CH2:18][N:13]1[C:14]2[CH:1]=[CH:2][CH:3]=[CH:4][C:5]=2[O:6][C:7]2[C:12]1=[CH:11][CH:10]=[CH:9][CH:8]=2 |f:1.2,4.5|. Procedure: To a solution of phenoxazine (3.7 g, 0.02 mol) in dry dimethylformamide (100 ml) kept under an atmosphere of nitrogen, sodium hydride (1.2 g, 0.03 mol, 60% dispersion in oil) was carefully added. The reaction mixture was left stirring for 15 minutes. 1-Bromo-3-chloro-propane (8.0 g, 0.05 mol) was added and the mixture was left stirring overnight. Ammonium chloride (2.0 g, 0.04 mol) was added, and after continued stirring for 30 minutes, the solution was poured onto water (300 ml). The mixture wa... Solvent: C(Cl)Cl (CH2Cl2). Reactants: CC1=CC=C(C=C1)C1=CNC=C1 (3-(4-Methylphenyl)pyrrole), CN(C)C=O (DMF), ethyl acetate hexanes, O=P(Cl)(Cl)Cl (POCl3). Procedure details: Following a standard procedure (Balasubramanian, T. et al., J. Org. Chem. 2000, 65, 7919-7929), a solution of 7 (472 mg, 3.00 mmol) in DMF (0.96 mL) and CH2Cl2 (30 mL) under argon was cooled to 0° C. and then POCl3 (340 μL, 3.60 mmol) was added dropwise. After 1 h, the flask was warmed to room temperature and stirred overnight (˜18 h). The reaction was quenched at 0° C. with 2.5 M NaOH (25 mL). The mixture was poured into water (50 mL), extracted with CH2Cl2, and the combined organic layers were... Run at time 1 hour. Product: C(=O)C=1NC=CC1C1=CC=C(C=C1)C (2-Formyl-3-(4-methylphenyl)pyrrole). As a reaction SMILES: [CH3:1][C:2]1[CH:7]=[CH:6][C:5]([C:8]2[CH:12]=[CH:11][NH:10][CH:9]=2)=[CH:4][CH:3]=1.O=P(Cl)(Cl)Cl.CN([CH:21]=[O:22])C>C(Cl)Cl>[CH:21]([C:9]1[NH:10][CH:11]=[CH:12][C:8]=1[C:5]1[CH:4]=[CH:3][C:2]([CH3:1])=[CH:7][CH:6]=1)=[O:22]. Starting materials: C([O-])([O-])=O.[K+].[K+] (potassium carbonate), [N+](=[N-])=C(C(C)=O)P(OC)(OC)=O (dimethyl 1-diazo-2-oxopropylphosphonate), C(=O)C=1N=C(SC1)C1CCN(CC1)C(=O)OC(C)(C)C (tert-butyl 4-(4-formyl-1,3-thiazol-2-yl)piperidine-1-carboxylate). Run in CO (methanol). Conditions: time 3 hour. The product is C(#C)C=1N=C(SC1)C1CCN(CC1)C(=O)OC(C)(C)C (tert-Butyl 4-(4-ethynyl-1,3-thiazol-2-yl)piperidine-1-carboxylate). As a reaction SMILES: [CH:1]([C:3]1[N:4]=[C:5]([CH:8]2[CH2:13][CH2:12][N:11]([C:14]([O:16][C:17]([CH3:20])([CH3:19])[CH3:18])=[O:15])[CH2:10][CH2:9]2)[S:6][CH:7]=1)=O.[C:21](=O)([O-])[O-].[K+].[K+].[N+](=C(P(=O)(OC)OC)C(=O)C)=[N-]>CO>[C:1]([C:3]1[N:4]=[C:5]([CH:8]2[CH2:13][CH2:12][N:11]([C:14]([O:16][C:17]([CH3:20])([CH3:19])[CH3:18])=[O:15])[CH2:10][CH2:9]2)[S:6][CH:7]=1)#[CH:21] |f:1.2.3|. Procedure: Under argon, tert-butyl 4-(4-formyl-1,3-thiazol-2-yl)piperidine-1-carboxylate (600 mg) is dissolved in methanol, and potassium carbonate (839 mg) and dimethyl 1-diazo-2-oxopropylphosphonate (786 mg) are added. The mixture is stirred at room temperature for 3 hours. After aqueous work-up, the mixture is extracted with ethyl acetate and the extracts are dried with sodium sulphate and concentrated under reduced pressure. The residue is purified chromatographically. This gives tert-butyl 4-(4-ethyny... Starting materials: CSCC(=O)O, CCOC(=O)C(N)C(=O)OCC. Yields the product CCOC(=O)C(NC(=O)CSC)C(=O)OCC. Reaction SMILES: [CH3:13][S:14][CH2:15][C:16](=[O:17])[OH:18].[NH2:1][CH:2]([C:3](=[O:4])[O:5][CH2:6][CH3:7])[C:8](=[O:9])[O:10][CH2:11][CH3:12]>>[NH:1]([CH:2]([C:3](=[O:4])[O:5][CH2:6][CH3:7])[C:8](=[O:9])[O:10][CH2:11][CH3:12])[C:16]([CH2:15][S:14][CH3:13])=[O:17]. Reactants: O=C1C=CC2=CN=C(c3ccc(F)cc3)N3CCC(=C23)N1, O=C(Cl)c1ccc(F)cc1. Reaction SMILES: [F:1][c:2]1[cH:3][cH:4][c:5]([C:8]2=[N:9][CH:10]=[C:11]3[C:12]4=[C:16]([CH2:15][CH2:14][N:13]24)[NH:17][C:18](=[O:21])[CH:19]=[CH:20]3)[cH:6][cH:7]1.[F:22][c:23]1[cH:24][cH:25][c:26]([C:27]([Cl:28])=[O:29])[cH:30][cH:31]1>>[F:1][c:2]1[cH:3][cH:4][c:5]([C:8]2=[N:9][CH:10]=[C:11]3[C:12]4=[C:16]([CH2:15][CH2:14][N:13]24)[NH:17][C:18](=[O:21])[CH:19]=[C:20]3[F:22])[cH:6][cH:7]1. Yields the product O=C1C=C(F)C2=CN=C(c3ccc(F)cc3)N3CCC(=C23)N1. Starting materials: C(C)(C)(C)OC(=O)NC1CCC(CC1)C(=O)NC=1SC(=CN1)SCC=1OC(=CN1)C(C)(C)C (4-(t-butoxycarbonylamino)-N-[5-[[[5-(1,1-dimethylethyl)-2-oxazolyl]methyl]thio]-2-thiazolyl]cyclohexylcarboxamide), FC(C(=O)O)(F)F (trifluoroacetic acid). Run in C(Cl)Cl (methylene chloride). As a reaction SMILES: [C:1]([O:5]C([NH:8][CH:9]1[CH2:14]CC(C(NC2SC(S[CH2:24][C:25]3[O:26][C:27]([C:30](C)(C)C)=CN=3)=CN=2)=O)C[CH2:10]1)=O)(C)(C)C.FC(F)(F)C(O)=[O:37]>C(Cl)Cl>[CH3:1][OH:5].[CH:9]([NH2:8])([CH3:14])[CH3:10].[C:25]([O:26][CH2:27][CH3:30])(=[O:37])[CH3:24] |f:3.4.5|. Reported procedure: To a suspension of 4-(t-butoxycarbonylamino)-N-[5-[[[5-(1,1-dimethylethyl)-2-oxazolyl]methyl]thio]-2-thiazolyl]cyclohexylcarboxamide (from Part B mother liquors) suspended in 15 mL of methylene chloride was added 5 mL of trifluoroacetic acid at room temperature. The reaction mixture was stirred for 2 h then concentrated in vacuo to remove volatiles. The residue was diluted with water, basified with aqueous NaOH solution then the resulting aqueous solution was extracted with ethyl acetate. The co... Reaction conditions: time 2 hour. Yields the product CO.C(C)(C)N.C(C)(=O)OCC (methanol iso-propylamine ethyl acetate).